The task is: describe an organic reaction: reactants, conditions, products, and yield. This data is from the Open Reaction Database (ORD), a public repository of structured organic reaction records. The reactants are C(C)(C)(C)OC(=O)N1[C@@H](CC(C1)=NOCC1=CC=C(C=C1)OC)C(=O)O ((2S,4EZ)-1-(tert-butoxycarbonyl)-4-{[(4-methoxybenzyl)oxy]imino}-2-pyrrolidinecarboxylic acid), N(=C=O)CCCCC (1-isocyanatopentane), C1(CC1)N (cyclopropylamine). The product is C1(CC1)NC(=O)[C@H]1N(CC(C1)=NOCC1=CC=C(C=C1)OC)C(=O)NCCCCC ((2S,4EZ)-N2-cyclopropyl-4-{[(4-methoxybenzyl)oxy]imino}-N1-pentyl-1,2-pyrrolidinedicarboxamide). Reaction SMILES: C(O[C:6]([N:8]1[CH2:12][C:11](=[N:13][O:14][CH2:15][C:16]2[CH:21]=[CH:20][C:19]([O:22][CH3:23])=[CH:18][CH:17]=2)[CH2:10][C@H:9]1[C:24]([OH:26])=O)=[O:7])(C)(C)C.[N:27]([CH2:30][CH2:31][CH2:32][CH2:33][CH3:34])=C=O.[CH:35]1([NH2:38])[CH2:37][CH2:36]1>>[CH:35]1([NH:38][C:24]([C@@H:9]2[CH2:10][C:11](=[N:13][O:14][CH2:15][C:16]3[CH:17]=[CH:18][C:19]([O:22][CH3:23])=[CH:20][CH:21]=3)[CH2:12][N:8]2[C:6]([NH:27][CH2:30][CH2:31][CH2:32][CH2:33][CH3:34])=[O:7])=[O:26])[CH2:37][CH2:36]1. Reported procedure: Following the general method as outlined in Example 22, starting from (2S,4EZ)-1-(tert-butoxycarbonyl)-4-{[(4-methoxybenzyl)oxy]imino}-2-pyrrolidinecarboxylic acid, 1-isocyanatopentane, and cyclopropylamine the title compound was obtained in 75% purity by LC/MS. MS(ESI+): m/z=417.2. The reactants are ClC=1N=NC(=CC1)C1=CC(=CC=C1)C(F)(F)F (3-chloro-6-[3-(trifluoromethyl)phenyl]pyridazine), NC(CO)C (2-amino-1-propanol). Solvent: O (water). Conditions: temperature 130 celsius. Product: FC(C=1C=C(C=CC1)C1=CC=C(N=N1)NC(CO)C)(F)F (2-[[6-[3-(trifluoromethyl)phenyl]-3-pyridazinyl]amino]-1-propanol). As a reaction SMILES: Cl[C:2]1[N:3]=[N:4][C:5]([C:8]2[CH:13]=[CH:12][CH:11]=[C:10]([C:14]([F:17])([F:16])[F:15])[CH:9]=2)=[CH:6][CH:7]=1.[NH2:18][CH:19]([CH3:22])[CH2:20][OH:21]>O>[F:15][C:14]([F:17])([F:16])[C:10]1[CH:9]=[C:8]([C:5]2[N:4]=[N:3][C:2]([NH:18][CH:19]([CH3:22])[CH2:20][OH:21])=[CH:7][CH:6]=2)[CH:13]=[CH:12][CH:11]=1. Procedure details: A mixture of 0.5 g of 3-chloro-6-[3-(trifluoromethyl)phenyl]pyridazine and 3 ml of 2-amino-1-propanol was heated at 130° C. for 24 hours, cooled and poured into water. The mixture was extracted with three 20 ml portions of dichloromethane. The combined extracts were washed with water, dried over magnesium sulfate and concentrated. The residual oil was dissolved in ethyl acetate and the solution passed through a short pad of silica gel. The filtrate was concentrated in vacuo and the residue was c... Reactants: C(#N)C1=NC(=NC=C1)C=CC1=CC=CC=C1 (4-cyano-2-(2-phenylethenyl)-pyrimidine), O=[O+][O-] (ozone), O=[O+][O-] (Ozone). The product is C(#N)C1=NC(=NC=C1)C=O (4-Cyano-2-formylpyrimidine). Reported procedure: 2.238 g (10.81 mmol) of 4-cyano-2-(2-phenylethenyl)-pyrimidine in 150 ml of absolute methanol and 75 ml of absolute methylene chloride are cooled to -70° C. Ozone is passed through until a blue solution is produced (about 0.5 hour). Nitrogen is passed through the solution until the excess ozone has been removed (about 0.75 hour) and then 3.5 ml of dimethyl sulfide are added to the reaction mixture. The solution is allowed to warm up to room temperature and is concentrated in a rotary evaporator.... RXN SMILES: [C:1]([C:3]1[CH:8]=[CH:7][N:6]=[C:5]([CH:9]=CC2C=CC=CC=2)[N:4]=1)#[N:2].[O:17]=[O+][O-]>CO.C(Cl)Cl>[C:1]([C:3]1[CH:8]=[CH:7][N:6]=[C:5]([CH:9]=[O:17])[N:4]=1)#[N:2]. Run in CO (methanol), C(Cl)Cl (methylene chloride). Starting materials: O=C=NCCCCl, Cl, [N-]=C=O, Nc1c(Cl)cccc1C(=O)O. The product is O=C(NCCCCl)Nc1c(Cl)cccc1C(=O)O. Reaction SMILES: [Cl:12][CH2:13][CH2:14][CH2:15][N:16]=[C:17]=[O:18].[ClH:22].[N-:19]=[C:20]=[O:21].[NH2:1][c:2]1[c:3]([C:4](=[O:5])[OH:6])[cH:7][cH:8][cH:9][c:10]1[Cl:11]>>[NH:1]([c:2]1[c:3]([C:4](=[O:5])[OH:6])[cH:7][cH:8][cH:9][c:10]1[Cl:11])[C:17]([NH:16][CH2:15][CH2:14][CH2:13][Cl:12])=[O:18]. The reactants are S([O-])(O)(=O)=O.C1(=CC=CC=C1)C1=[O+]C(=CC(=C1)C1=CC=CC=C1)C1=CC=CC=C1 (2,4,6-triphenylpyrylium bisulfate), NC1=CC=CC=C1 (aniline), C(C)O (ethanol), C(CCCCCCCCC)C1=CC=C(N)C=C1 (p-decylaniline). The solvent is C(C)#N (acetonitrile). The product is S([O-])(O)(=O)=O.C(CCCCCCCCC)C1=CC=C(C=C1)[N+]1=C(C=C(C=C1C1=CC=CC=C1)C1=CC=CC=C1)C1=CC=CC=C1 (N-(p-decylphenyl)-2,4,6-triphenylpyridinium bisulfate). Reaction SMILES: [S:1](=[O:5])(=[O:4])([OH:3])[O-:2].[C:6]1([C:12]2[CH:17]=[C:16]([C:18]3[CH:23]=[CH:22][CH:21]=[CH:20][CH:19]=3)[CH:15]=[C:14]([C:24]3[CH:29]=[CH:28][CH:27]=[CH:26][CH:25]=3)[O+]=2)[CH:11]=[CH:10][CH:9]=[CH:8][CH:7]=1.C(O)C.[CH2:33]([C:43]1[CH:49]=[CH:48][C:46]([NH2:47])=[CH:45][CH:44]=1)[CH2:34][CH2:35][CH2:36][CH2:37][CH2:38][CH2:39][CH2:40][CH2:41][CH3:42].NC1C=CC=CC=1>C(#N)C>[S:1](=[O:3])(=[O:2])([OH:5])[O-:4].[CH2:33]([C:43]1[CH:44]=[CH:45][C:46]([N+:47]2[C:12]([C:6]3[CH:11]=[CH:10][CH:9]=[CH:8][CH:7]=3)=[CH:17][C:16]([C:18]3[CH:23]=[CH:22][CH:21]=[CH:20][CH:19]=3)=[CH:15][C:14]=2[C:24]2[CH:29]=[CH:28][CH:27]=[CH:26][CH:25]=2)=[CH:48][CH:49]=1)[CH2:34][CH2:35][CH2:36][CH2:37][CH2:38][CH2:39][CH2:40][CH2:41][CH3:42] |f:0.1,6.7|. Procedure: In a 500-ml round-bottom flask is placed 2.03 g (0.005 mole) of 2,4,6-triphenylpyrylium bisulfate. To this is added 150 ml of ethanol followed by 2.34 g (0.01 mole) of p-decylaniline. This mixture is refluxed for about 8 hours and allowed to cool. A quantity of the starting aniline precipitates and is removed by filtration. The ethanol is then removed to give a yellow waxy material which is washed with ether to give a white powder. This material is then dissolved in acetonitrile to cause the rem... Starting materials: FC=1C=C(C=CC1OC1=C2C(=NC=C1)N(C=C2CCO)S(=O)(=O)C2=CC=C(C=C2)C)NC(C)=O (N-[3-fluoro-4-({3-(2-hydroxyethyl)-1-[(4-methylphenyl)sulfonyl]-1H-pyrrolo-[2,3-b]pyridin-4-yl}oxy)phenyl]acetamide), N1=CC=CC=C1 (pyridine), C1(=CC=C(C=C1)S(=O)(=O)Cl)C (p-toluenesulfonyl chloride), N1=CC=CC=C1 (pyridine), C1(=CC=C(C=C1)S(=O)(=O)Cl)C (p-toluenesulfonyl chloride). The solvent is ClCCl (dichloromethane), C(C)(=O)OCC (ethyl acetate). Conditions: time 8 hour. The product is CC1=CC=C(C=C1)S(=O)(=O)OCCC1=CN(C2=NC=CC(=C21)OC2=C(C=C(C=C2)NC(C)=O)F)S(=O)(=O)C2=CC=C(C=C2)C (2-{4-[4-(Acetylamino)-2-fluorophenoxy]-1-[(4-methylphenyl)sulfonyl]-1H-pyrrolo[2,3-b]pyridin-3-yl}ethyl 4-methylbenzenesulfonate). As a reaction SMILES: [F:1][C:2]1[CH:3]=[C:4]([NH:31][C:32](=[O:34])[CH3:33])[CH:5]=[CH:6][C:7]=1[O:8][C:9]1[CH:14]=[CH:13][N:12]=[C:11]2[N:15]([S:21]([C:24]3[CH:29]=[CH:28][C:27]([CH3:30])=[CH:26][CH:25]=3)(=[O:23])=[O:22])[CH:16]=[C:17]([CH2:18][CH2:19][OH:20])[C:10]=12.N1C=CC=CC=1.[C:41]1([CH3:51])[CH:46]=[CH:45][C:44]([S:47](Cl)(=[O:49])=[O:48])=[CH:43][CH:42]=1>ClCCl.C(OCC)(=O)C>[CH3:51][C:41]1[CH:46]=[CH:45][C:44]([S:47]([O:20][CH2:19][CH2:18][C:17]2[C:10]3[C:11](=[N:12][CH:13]=[CH:14][C:9]=3[O:8][C:7]3[CH:6]=[CH:5][C:4]([NH:31][C:32](=[O:34])[CH3:33])=[CH:3][C:2]=3[F:1])[N:15]([S:21]([C:24]3[CH:29]=[CH:28][C:27]([CH3:30])=[CH:26][CH:25]=3)(=[O:22])=[O:23])[CH:16]=2)(=[O:49])=[O:48])=[CH:43][CH:42]=1. Procedure details: 50 mg (0.10 mmol) of N-[3-fluoro-4-({3-(2-hydroxyethyl)-1-[(4-methylphenyl)sulfonyl]-1H-pyrrolo-[2,3-b]pyridin-4-yl}oxy)phenyl]acetamide are initially charged in 2.0 ml of dichloromethane. 25 μl (0.31 mmol) of pyridine and 19.7 mg (0.10 mmol) of p-toluenesulfonyl chloride are added, and the mixture is stirred at RT overnight. Two more times, the same amounts of pyridine and p-toluenesulfonyl chloride are added, at intervals of 2 hours. After the reaction has come to completion, the reaction solu...